This data is from the Open Reaction Database (ORD), a public repository of structured organic reaction records. The task is: describe an organic reaction: reactants, conditions, products, and yield Starting materials: C(CC(=O)C)(=O)OCC (ethyl acetoacetate), C(#N)CC(=O)N (cyanoacetamide). Conditions: time 2.5 hour. The product is C(#N)C1CNCC=C1C (3-cyano-2,6-dihydro-4-methylpyridine). Reaction SMILES: [C:1](OCC)(=O)[CH2:2][C:3]([CH3:5])=O.[C:10]([CH2:12][C:13]([NH2:15])=O)#[N:11]>>[C:10]([CH:12]1[C:3]([CH3:5])=[CH:2][CH2:1][NH:15][CH2:13]1)#[N:11]. Reported procedure: reacting ethyl acetoacetate with cyanoacetamide and a base, in the presence of an organic solvent, at a temperature of from 60° C. to 80° C., for 1 to 4 hours, to produce 3-cyano-2,6-dihydro-4-methylpyridine; The reactants are B([O-])([O-])[O-] (borate), Grignard reagent, B([O-])([O-])[O-] (borate), [Si](C)(C)(C(C)(C)C)OC1=CC=C(C=C1)Br (4-(t-butyldimethylsilyloxy)-bromobenzene), [Mg] (magnesium), B([O-])([O-])[O-] (borate), COB(OC)OC (trimethylborate). Run in O (water), C1CCOC1 (THF), C1CCOC1 (THF). Reaction conditions: temperature -70 celsius, time 1 hour. The product is [Si](C)(C)(C(C)(C)C)OC1=CC=C(C=C1)B(O)O (4-(t-butyldimethylsilyloxy)benzeneboronic acid). Yield: 87.2%. As a reaction SMILES: [Si:1]([O:8][C:9]1[CH:14]=[CH:13][C:12](Br)=[CH:11][CH:10]=1)([C:4]([CH3:7])([CH3:6])[CH3:5])([CH3:3])[CH3:2].[Mg].C[O:18][B:19](OC)[O:20]C.B([O-])([O-])[O-]>C1COCC1.O>[Si:1]([O:8][C:9]1[CH:14]=[CH:13][C:12]([B:19]([OH:20])[OH:18])=[CH:11][CH:10]=1)([C:4]([CH3:7])([CH3:6])[CH3:5])([CH3:3])[CH3:2]. Procedure details: A dry reactor equipped with two addition funnels, nitrogen inlet, and a mechanical stirrer was set up over a dry ice bath. To one of the addition funnels was added a filtered, preformed Grignard reagent from the reaction of 4-(t-butyldimethylsilyloxy)-bromobenzene (28.7 g, 0.1 mol) with magnesium turnings (2.96 g, 0.12 mol) in THF (70 mL). To the other addition funnel was added trimethylborate (12.48 g, 0.12 mol) in THF (50 mL). The reactor was charged with about 10 mL of the borate solution and...